This data is from the Open Reaction Database (ORD), a public repository of structured organic reaction records. The task is: describe an organic reaction: reactants, conditions, products, and yield Starting materials: C(C)(=O)OC1C2=CC=CC=C2OC=2C=CC=CC12 (9-acetoxyxanthene), NC1CN(CCC1)CC (3-amino-1-ethylpiperidine). Solvent: C1(=CC=CC=C1)C (toluene). The product is C(C)N1CC(CCC1)NC1C2=CC=CC=C2OC=2C=CC=CC12 (N-(N-ethyl-3-piperidinyl)-9-xanthenylamine). RXN SMILES: C(O[CH:5]1[C:18]2[CH:17]=[CH:16][CH:15]=[CH:14][C:13]=2[O:12][C:11]2[C:6]1=[CH:7][CH:8]=[CH:9][CH:10]=2)(=O)C.[NH2:19][CH:20]1[CH2:25][CH2:24][CH2:23][N:22]([CH2:26][CH3:27])[CH2:21]1>C1(C)C=CC=CC=1>[CH2:26]([N:22]1[CH2:23][CH2:24][CH2:25][CH:20]([NH:19][CH:5]2[C:6]3[CH:7]=[CH:8][CH:9]=[CH:10][C:11]=3[O:12][C:13]3[C:18]2=[CH:17][CH:16]=[CH:15][CH:14]=3)[CH2:21]1)[CH3:27]. Reported procedure: A solution of 4.0 g. of 9-acetoxyxanthene and 2.36 g. of 3-amino-1-ethylpiperidine in 175 ml. of dry toluene was refluxed for 24 hours. The cooled solution was then concentrated in vacuo. The residue was chromatographed on activated magnesium silicate, eluting with ether and acetone. Concentration of the acetone fraction in vacuo and then chromatographing on silica gel with acetone, then concentrating the eluate in vacuo gave N-(N-ethyl-3-piperidinyl)-9-xanthenylamine, m.p. 47.5°-48.5° C. Reactants: NC1=C(C2=C(S1)C=CC=C2)C(=O)OCC (ethyl 2-aminobenzo[b]thiophene-3-carboxylate), FC1=C(C=C(C=C1)F)[N+](=O)[O-] (2,5-difluoronitrobenzene). Solvent: CS(=O)C (dimethyl sulfoxide). Product: FC1=CC(=C(NC2=C(C3=C(S2)C=CC=C3)C(=O)OCC)C=C1)[N+](=O)[O-] (ethyl 2-(4-fluoro-2-nitroanilino)benzo[b]thiophene-3-carboxylate). RXN SMILES: [NH2:1][C:2]1[S:6][C:5]2[CH:7]=[CH:8][CH:9]=[CH:10][C:4]=2[C:3]=1[C:11]([O:13][CH2:14][CH3:15])=[O:12].F[C:17]1[CH:22]=[CH:21][C:20]([F:23])=[CH:19][C:18]=1[N+:24]([O-:26])=[O:25]>CS(C)=O>[F:23][C:20]1[CH:21]=[CH:22][C:17]([NH:1][C:2]2[S:6][C:5]3[CH:7]=[CH:8][CH:9]=[CH:10][C:4]=3[C:3]=2[C:11]([O:13][CH2:14][CH3:15])=[O:12])=[C:18]([N+:24]([O-:26])=[O:25])[CH:19]=1. Reported procedure: In the same manner as in Starting Material Synthesis Example 4 and using ethyl 2-aminobenzo[b]thiophene-3-carboxylate, 2,5-difluoronitrobenzene and dimethyl sulfoxide, ethyl 2-(4-fluoro-2-nitroanilino)benzo[b]thiophene-3-carboxylate is obtained. Reactants: C(C1=CC=CC=C1)OC1=CC(N(C=C1)CC(=O)C1=CC=C(C=C1)CO)=O (4-Benzyloxy-1-[2-(4-hydroxymethyl-phenyl)-2-oxo-ethyl]-1H-pyridin-2-one), BrC=1C=CC(=NC1)COC1=CC(NC=C1)=O (4-(5-bromo-pyridin-2-ylmethoxy)-1H-pyridin-2-one), ClCC(=O)C1=CC=C2CCN(CC2=C1)C(C(F)(F)F)=O (1-[7-(2-chloro-acetyl)-3,4-dihydro-1H-isoquinolin-2-yl]-2,2,2-trifluoro-ethanone). Yields the product BrC=1C=CC(=NC1)COC1=CC(N(C=C1)CC(C1=CC=C2CCN(CC2=C1)C(C(F)(F)F)=O)=O)=O (4-(5-Bromo-pyridin-2-ylmethoxy)-1-{2-oxo-2-[2-(2,2,2-trifluoro-acetyl)-1,2,3,4-tetrahydro-isoquinolin-7-yl]-ethyl}-1H-pyridin-2-one). RXN SMILES: C(OC1C=CN(CC(C2C=CC(CO)=CC=2)=O)C(=O)C=1)C1C=CC=CC=1.[Br:27][C:28]1[CH:29]=[CH:30][C:31]([CH2:34][O:35][C:36]2[CH:41]=[CH:40][NH:39][C:38](=[O:42])[CH:37]=2)=[N:32][CH:33]=1.Cl[CH2:44][C:45]([C:47]1[CH:56]=[C:55]2[C:50]([CH2:51][CH2:52][N:53]([C:57](=[O:62])[C:58]([F:61])([F:60])[F:59])[CH2:54]2)=[CH:49][CH:48]=1)=[O:46]>>[Br:27][C:28]1[CH:29]=[CH:30][C:31]([CH2:34][O:35][C:36]2[CH:41]=[CH:40][N:39]([CH2:44][C:45](=[O:46])[C:47]3[CH:56]=[C:55]4[C:50]([CH2:51][CH2:52][N:53]([C:57](=[O:62])[C:58]([F:61])([F:59])[F:60])[CH2:54]4)=[CH:49][CH:48]=3)[C:38](=[O:42])[CH:37]=2)=[N:32][CH:33]=1. Procedure details: 4-(5-Bromo-pyridin-2-ylmethoxy)-1-{2-oxo-2-[2-(2,2,2-trifluoro-acetyl)-1,2,3,4-tetrahydro-isoquinolin-7-yl]-ethyl}-1H-pyridin-2-one is prepared following preparation 15b (in acetonitrile as solvent) from 3.50 g (12.5 mmol) 4-(5-bromo-pyridin-2-ylmethoxy)-1H-pyridin-2-one (preparation 22.2) and 3.81 g (12.5 mmol) 1-[7-(2-chloro-acetyl)-3,4-dihydro-1H-isoquinolin-2-yl]-2,2,2-trifluoro-ethanone. The reactants are C1CCOC1, COC(=O)Cc1ccc2nc(-c3cccn3C)oc2c1, Cl, [Na+], [OH-]. Yields the product Cn1cccc1-c1nc2ccc(CC(=O)O)cc2o1. As a reaction SMILES: [CH2:21]1[O:22][CH2:23][CH2:24][CH2:25]1.[CH3:1][n:2]1[c:3](-[c:7]2[o:8][c:9]3[c:10]([n:11]2)[cH:12][cH:13][c:14]([CH2:16][C:17](=[O:18])[O:19][CH3:20])[cH:15]3)[cH:4][cH:5][cH:6]1.[ClH:28].[Na+:27].[OH-:26]>>[CH3:1][n:2]1[c:3](-[c:7]2[o:8][c:9]3[c:10]([n:11]2)[cH:12][cH:13][c:14]([CH2:16][C:17](=[O:18])[OH:19])[cH:15]3)[cH:4][cH:5][cH:6]1. Starting materials: [Na+], C1COCCO1, [OH-], O, CS(=O)(=O)OC(COC(=O)c1ccc([N+](=O)[O-])cc1)C(c1ccccc1)n1ccc2ccccc21. Yields the product c1ccc(C(C2CO2)n2ccc3ccccc32)cc1. As a reaction SMILES: [Na+:37].[O:38]1[CH2:39][CH2:40][O:41][CH2:42][CH2:43]1.[OH-:36].[OH2:44].[n:1]1([CH:10]([CH:11]([CH2:12][O:18][C:19](=[O:20])[c:21]2[cH:22][cH:23][c:24]([N+:25]([O-:26])=[O:27])[cH:28][cH:29]2)[O:13][S:14]([CH3:15])(=[O:16])=[O:17])[c:30]2[cH:31][cH:32][cH:33][cH:34][cH:35]2)[cH:2][cH:3][c:4]2[cH:5][cH:6][cH:7][cH:8][c:9]12>>[n:1]1([CH:10]([CH:11]2[CH2:12][O:36]2)[c:30]2[cH:31][cH:32][cH:33][cH:34][cH:35]2)[cH:2][cH:3][c:4]2[cH:5][cH:6][cH:7][cH:8][c:9]12. Starting materials: Cl, Fc1ccc(CCl)cc1, [Na+], [OH-], O, Nc1ccc(S(=O)(=O)O)cc1. The product is [Na+], O=S(=O)([O-])c1ccc(NCc2ccc(F)cc2)cc1. Reaction SMILES: [ClH:23].[F:14][c:15]1[cH:16][cH:17][c:18]([CH2:19][Cl:20])[cH:21][cH:22]1.[Na+:13].[OH-:12].[OH2:24].[S:1](=[O:2])([c:3]1[cH:4][cH:5][c:6]([NH2:9])[cH:7][cH:8]1)(=[O:10])[OH:11]>>[Na+:13].[S:1](=[O:2])([c:3]1[cH:4][cH:5][c:6]([NH:9][CH2:19][c:18]2[cH:17][cH:16][c:15]([F:14])[cH:22][cH:21]2)[cH:7][cH:8]1)(=[O:10])[O-:11]. Starting materials: CCNCC, O=CC1CCN(c2ccc(CN3CCCC3)cc2)CC1. Yields the product CCN(CC)CC1CCN(c2ccc(CN3CCCC3)cc2)CC1. Reaction SMILES: [CH2:21]([CH3:22])[NH:23][CH2:24][CH3:25].[N:1]1([CH2:6][c:7]2[cH:8][cH:9][c:10]([N:13]3[CH2:14][CH2:15][CH:16]([CH:19]=[O:20])[CH2:17][CH2:18]3)[cH:11][cH:12]2)[CH2:2][CH2:3][CH2:4][CH2:5]1>>[N:1]1([CH2:6][c:7]2[cH:8][cH:9][c:10]([N:13]3[CH2:14][CH2:15][CH:16]([CH2:19][N:23]([CH2:21][CH3:22])[CH2:24][CH3:25])[CH2:17][CH2:18]3)[cH:11][cH:12]2)[CH2:2][CH2:3][CH2:4][CH2:5]1. Reactants: IC (iodomethane), COC(CCCCCOC1=CC(=C(C=C1)N)NC1=CC=CC=C1)=O (6-(3-phenylamino-4-aminophenyl)oxyhexanoic acid methyl ester), C(CC)N=C=S (propylisothiocyanate), [Cl-].[NH4+] (ammonium chloride), Cl (hydrochloric acid). Run in O (water), CO (methanol). Yields the product COC(CCCCCOC=1C=CC2=C(N(C(=N2)NCCC)C2=CC=CC=C2)C1)=O (6-[[1-Phenyl-2-propylamino-1H-benzimidazol-6-yl]oxy]hexanoic acid methyl ester). Reaction SMILES: [CH3:1][O:2][C:3](=[O:24])[CH2:4][CH2:5][CH2:6][CH2:7][CH2:8][O:9][C:10]1[CH:15]=[CH:14][C:13]([NH2:16])=[C:12]([NH:17][C:18]2[CH:23]=[CH:22][CH:21]=[CH:20][CH:19]=2)[CH:11]=1.[CH2:25]([N:28]=[C:29]=S)[CH2:26][CH3:27].[Cl-].[NH4+].IC.Cl>CO.O>[CH3:1][O:2][C:3](=[O:24])[CH2:4][CH2:5][CH2:6][CH2:7][CH2:8][O:9][C:10]1[CH:15]=[CH:14][C:13]2[N:16]=[C:29]([NH:28][CH2:25][CH2:26][CH3:27])[N:17]([C:18]3[CH:19]=[CH:20][CH:21]=[CH:22][CH:23]=3)[C:12]=2[CH:11]=1 |f:2.3|. Procedure: 200 mg of 6-(3-phenylamino-4-aminophenyl)oxyhexanoic acid methyl ester was dissolved in 2 ml of methanol, the solution was mixed with 90 μl of propylisothiocyanate, and the mixture was heated for 3 hours to 50° C. After cooling, it was mixed with saturated ammonium chloride solution, diluted with water, extracted three times with ethyl acetate, the combined organic phases were washed with saturated sodium chloride solution, dried on sodium sulfate and concentrated by evaporation in a vacuum. The... Starting materials: C1CCOC1, CN(C)c1ccc(Cc2sc3ccccc3c2S(=O)(=O)Cl)cc1, CO, ClC(Cl)Cl, Cc1noc(N)c1Cl, [H-], [Na+]. Product: Cc1noc(NS(=O)(=O)c2c(Cc3ccc(N(C)C)cc3)sc3ccccc23)c1Cl. Reaction SMILES: [CH2:34]1[O:35][CH2:36][CH2:37][CH2:38]1.[CH3:11][N:12]([c:13]1[cH:14][cH:15][c:16]([CH2:17][c:18]2[c:19]([S:27](=[O:28])(=[O:29])[Cl:30])[c:20]3[c:21]([s:22]2)[cH:23][cH:24][cH:25][cH:26]3)[cH:31][cH:32]1)[CH3:33].[CH3:43][OH:44].[CH:39]([Cl:40])([Cl:41])[Cl:42].[Cl:1][c:2]1[c:3]([CH3:8])[n:4][o:5][c:6]1[NH2:7].[H-:10].[Na+:9]>>[Cl:1][c:2]1[c:3]([CH3:8])[n:4][o:5][c:6]1[NH:7][S:27]([c:19]1[c:18]([CH2:17][c:16]2[cH:15][cH:14][c:13]([N:12]([CH3:11])[CH3:33])[cH:32][cH:31]2)[s:22][c:21]2[c:20]1[cH:26][cH:25][cH:24][cH:23]2)(=[O:28])=[O:29].